Task: describe an organic reaction: reactants, conditions, products, and yield. Dataset: the Open Reaction Database (ORD), a public repository of structured organic reaction records Starting materials: C(C1=CC=CC=C1)N1CC(=CCC1)C(=O)NC1=C(C=C(C=C1F)F)Br (1-Benzyl-N-(2-bromo-4,6-difluorophenyl)-1,2,5,6-tetrahydropyridine-3-carboxamide), BrC1=C(N)C(=CC(=C1)F)F (2-bromo-4,6-difluoroaniline), COC(=O)C=1CN(CCC1)CC1=CC=CC=C1 (1-benzyl-1,2,5,6-tetrahydropyridine-3-carboxylic acid methyl ester). Solvent: C1(=CC=CC=C1)C.C(C)#N.C(C)N(CC)CC (toluene acetonitrile tri-ethyl amine). Product: C(C)(=O)O.FC=1C=C2C(=C(C1)F)NC(C21CNCCC1)=O (5,7-Difluorospiro[indoline-3,3′-piperidin]-2-one Acetate). As a reaction SMILES: C([N:8]1[CH2:13][CH2:12][CH:11]=[C:10]([C:14]([NH:16][C:17]2[C:22]([F:23])=[CH:21][C:20]([F:24])=[CH:19][C:18]=2Br)=[O:15])[CH2:9]1)C1C=CC=CC=1.BrC1C=C(F)C=C(F)C=1N.C[O:37][C:38]([C:40]1CN(CC2C=CC=CC=2)CCC=1)=[O:39]>C1(C)C=CC=CC=1.C(#N)C.C(N(CC)CC)C>[C:38]([OH:39])(=[O:37])[CH3:40].[F:24][C:20]1[CH:19]=[C:18]2[C:10]3([CH2:11][CH2:12][CH2:13][NH:8][CH2:9]3)[C:14](=[O:15])[NH:16][C:17]2=[C:22]([F:23])[CH:21]=1 |f:3.4.5,6.7|. Procedure details: 1-Benzyl-N-(2-bromo-4,6-difluorophenyl)-1,2,5,6-tetrahydropyridine-3-carboxamide. The title compound was prepared from 2-bromo-4,6-difluoroaniline and 1-benzyl-1,2,5,6-tetrahydropyridine-3-carboxylic acid methyl ester as described in EXAMPLE 1. Rf 0.53 (toluene/acetonitrile/tri-ethyl amine 10:10:1). Starting materials: C(=O)([O-])[O-].[K+].[K+] (K2CO3), CN(C)C=O (DMF), C(C)OC(C(C)Br)=O (ethyl-2-bromopropanoate), C(C)C=1N(C(C=C(N1)C1=CC=CC=C1)=O)CCOC1=C(C=CC=C1)N (1-[2-ethyl-6-oxo-4-phenyl-1,6-dihydro-1-pyrimidinyl]-2-(aminophenoxy)ethane). Run at time 30 minute. Yields the product C(C)C=1N(C(C=C(N1)C1=CC=CC=C1)=O)CCOC1=CC=C(NC(C(=O)OCC)C)C=C1 (Ethyl 2-{4-[2-(2-ethyl-6-oxo-4-phenyl-1,6-dihydropyrimidin-1-yl)ethoxy]anilino}propanoate), solid. Isolated yield 76.0%. RXN SMILES: [CH2:1]([C:3]1[N:4]([CH2:16][CH2:17][O:18][C:19]2[CH:24]=[CH:23][CH:22]=[CH:21][C:20]=2N)[C:5](=[O:15])[CH:6]=[C:7]([C:9]2[CH:14]=[CH:13][CH:12]=[CH:11][CH:10]=2)[N:8]=1)[CH3:2].C([O-])([O-])=O.[K+].[K+].[CH2:32]([O:34][C:35](=[O:39])[CH:36](Br)[CH3:37])[CH3:33].C[N:41](C=O)C>>[CH2:1]([C:3]1[N:4]([CH2:16][CH2:17][O:18][C:19]2[CH:24]=[CH:23][C:22]([NH:41][CH:36]([CH3:37])[C:35]([O:34][CH2:32][CH3:33])=[O:39])=[CH:21][CH:20]=2)[C:5](=[O:15])[CH:6]=[C:7]([C:9]2[CH:14]=[CH:13][CH:12]=[CH:11][CH:10]=2)[N:8]=1)[CH3:2] |f:1.2.3|. Reported procedure: To a solution of 1-[2-ethyl-6-oxo-4-phenyl-1,6-dihydro-1-pyrimidinyl]-2-(aminophenoxy)ethane (1.9 g, 5.67 mmol) (Ref. U.S. Pat. No. 6,310,069) in dry DMF (20 mL) was added K2CO3 and stirred at RT for 30 min. To this ethyl-2-bromopropanoate (1.54 g, 8.51 mmol), was added and the mixture was stirred at 50° C. for 14 h. The reaction mixture was filtered, washed with EtOAc and the combined filtrates were washed with water and extracted with EtOAc. The organic layer was dried over Na2SO4, evaporated ... The reactants are C(C)N(C(C1=C(C=CC=C1)C(C1=CC=C(C=C1)N(CC)CC)O)=O)CC (N,N-diethyl-2-[1-hydroxy-1-(4-diethylaminophenyl)-methyl]benzamide), C(C)N(CCN)CC (N,N-diethylethylenediamine). The reagents and catalysts are [Cl-].[Zn+2].[Cl-] (zinc chloride). The product is C(C)N(CCN1C(C2=CC=CC=C2C1C1=CC=C(C=C1)N(CC)CC)=O)CC (2-(2-diethylaminoethyl)-3-(4-diethylaminophenyl)isoindolin-1-one). As a reaction SMILES: [CH2:1]([N:3](CC)[C:4](=[O:24])[C:5]1[CH:10]=[CH:9][CH:8]=[CH:7][C:6]=1[CH:11](O)[C:12]1[CH:17]=[CH:16][C:15]([N:18]([CH2:21][CH3:22])[CH2:19][CH3:20])=[CH:14][CH:13]=1)[CH3:2].[CH2:27]([N:29](CC)[CH2:30][CH2:31]N)[CH3:28]>[Cl-].[Zn+2].[Cl-]>[CH2:27]([N:29]([CH2:30][CH3:31])[CH2:2][CH2:1][N:3]1[CH:11]([C:12]2[CH:13]=[CH:14][C:15]([N:18]([CH2:19][CH3:20])[CH2:21][CH3:22])=[CH:16][CH:17]=2)[C:6]2[C:5](=[CH:10][CH:9]=[CH:8][CH:7]=2)[C:4]1=[O:24])[CH3:28] |f:2.3.4|. Procedure: Using 3.54 g of Compound C, 0.15 g of anhydrous zinc chloride and 5 ml of N,N-diethylethylenediamine, the same procedures as in Example 16 were repeated. The crude crystals obtained were crystallized from hexane to give 2.38 g of 2-(2-diethylaminoethyl)-3-(4-diethylaminophenyl)isoindolin-1-one (Compound 19). The reactants are Cc1ccccc1, CC#N, O=C=Nc1ccc(F)cc1, COc1cc2c(Oc3ccc(N)cc3)ccnc2cc1C#N. Yields the product COc1cc2c(Oc3ccc(NC(=O)Nc4ccc(F)cc4)cc3)ccnc2cc1C#N. As a reaction SMILES: [CH3:1][c:2]1[cH:3][cH:4][cH:5][cH:6][cH:7]1.[CH3:40][C:41]#[N:42].[F:8][c:9]1[cH:10][cH:11][c:12]([N:15]=[C:16]=[O:17])[cH:13][cH:14]1.[NH2:18][c:19]1[cH:20][cH:21][c:22]([O:23][c:24]2[cH:25][cH:26][n:27][c:28]3[cH:29][c:30]([C:36]#[N:37])[c:31]([O:34][CH3:35])[cH:32][c:33]23)[cH:38][cH:39]1>>[F:8][c:9]1[cH:10][cH:11][c:12]([NH:15][C:16](=[O:17])[NH:18][c:19]2[cH:20][cH:21][c:22]([O:23][c:24]3[cH:25][cH:26][n:27][c:28]4[cH:29][c:30]([C:36]#[N:37])[c:31]([O:34][CH3:35])[cH:32][c:33]34)[cH:38][cH:39]2)[cH:13][cH:14]1. The reactants are OS(=O)(=O)O (H2SO4), CrO3, C(C)(C)(C)OC(N(C1CC1)CC1=C(C=CC(=C1)CCO)Cl)=O ([2-chloro-5-(2-hydroxy-ethyl)-benzyl]-cyclopropyl-carbamic acid tert-butyl ester). Run in O (water), CC(=O)C (acetone), O (Water). Run at temperature 0 celsius, time 30 minute. Product: C(C)(C)(C)OC(=O)N(C1CC1)CC=1C=C(C=CC1Cl)CC(=O)O ({3-[(tert-Butoxycarbonyl-cyclopropyl-amino)-methyl]4-chloro-phenyl}-acetic Acid). Isolated yield 90.0%. RXN SMILES: [OH:1]S(O)(=O)=O.[C:6]([O:10][C:11](=[O:27])[N:12]([CH2:16][C:17]1[CH:22]=[C:21]([CH2:23][CH2:24][OH:25])[CH:20]=[CH:19][C:18]=1[Cl:26])[CH:13]1[CH2:15][CH2:14]1)([CH3:9])([CH3:8])[CH3:7]>O.CC(C)=O>[C:6]([O:10][C:11]([N:12]([CH2:16][C:17]1[CH:22]=[C:21]([CH2:23][C:24]([OH:1])=[O:25])[CH:20]=[CH:19][C:18]=1[Cl:26])[CH:13]1[CH2:14][CH2:15]1)=[O:27])([CH3:9])([CH3:7])[CH3:8]. Procedure: Conc. H2SO4 (98%, 5.80 mL) was carefully added to a suspension of CrO3 (6.70 g, 67.0 mmol) in water (12.5 mL). Water was slowly added up to a total volume of 22.5 mL, at which stage the mixture was a clear sol. This sol. was added dropwise to a sol. of [2-chloro-5-(2-hydroxy-ethyl)-benzyl]-cyclopropyl-carbamic acid tert-butyl ester (13.0 g, 39.9 mmol) in acetone (140 mL) at 0° C. When the addition was complete, the mixture was stirred at 0° C. for 30 min. The mixture was filtered, and the filtra... Reactants: NC=1OC(=C(N1)C(C)(C)C)C(C(C)(C)C)=O (1-[2-amino-4-(1,1-dimethylethyl)-5-oxazolyl]-2,2-dimethyl-1-propanone), steel, [OH-].[NH4+] (ammonium hydroxide). The solvent is C(C)(C)(C)O (t-butanol). The product is NC1=NC(=C(C(=N1)C(C)(C)C)O)C(C)(C)C (2-amino-4,6-bis(1,1-dimethylethyl)-5-hydroxypyrimidine). Yield: 34.0%. RXN SMILES: [NH2:1][C:2]1[O:3][C:4]([C:11](=O)[C:12]([CH3:15])([CH3:14])[CH3:13])=[C:5]([C:7]([CH3:10])([CH3:9])[CH3:8])[N:6]=1.[OH-].[NH4+:18]>C(O)(C)(C)C>[NH2:1][C:2]1[N:18]=[C:11]([C:12]([CH3:15])([CH3:14])[CH3:13])[C:4]([OH:3])=[C:5]([C:7]([CH3:10])([CH3:9])[CH3:8])[N:6]=1 |f:1.2|. Reported procedure: A solution of 1-[2-amino-4-(1,1-dimethylethyl)-5-oxazolyl]-2,2-dimethyl-1-propanone (15 g) in t-butanol (80 mL) and concentrated ammonium hydroxide (80 mL) is heated at 180° C. for 60 hours in a steel bomb. The reaction mixture is cooled and concentrated to half its volume on the rotovap. The product is extracted into ether (3×250 mL). The ether extract is dried (MgSO4) and evaporated. The residue is purified by flash chromatography (silica, 20% EtOAc/hexane) to give pure 2-amino-4,6-bis(1,1-dim...